This data is from the Open Reaction Database (ORD), a public repository of structured organic reaction records. The task is: describe an organic reaction: reactants, conditions, products, and yield Reactants: CCO, CC(C)c1cccc([N+](=O)[O-])c1O, O. Yields the product CC(C)c1cccc(N)c1O. As a reaction SMILES: [CH3:14][CH2:15][OH:16].[CH:1]([CH3:2])([CH3:3])[c:4]1[cH:5][cH:6][cH:7][c:8]([N+:11]([O-:12])=[O:13])[c:9]1[OH:10].[OH2:17]>>[CH:1]([CH3:2])([CH3:3])[c:4]1[cH:5][cH:6][cH:7][c:8]([NH2:11])[c:9]1[OH:10]. Reactants: C(C)(=O)[O-] (acetate), C(C=C)OC(=O)COC[C@H]1N(C[C@H](C1)SC1=C(N2C([C@@H]([C@H]2[C@H]1C)[C@@H](C)O)=O)C(=O)OCC=C)C(=O)OCC1=CC=C(C=C1)[N+](=O)[O-] (allyl (4R,5S,6S)-3-[(2S,4S)-2-(allyloxycarbonylmethyloxymethyl)-1-(4-nitrobenzyloxycarbonyl)pyrrolidin-4-yl]thio-6-[(1R)-1-hydroxyethyl]-4-methyl-7-oxo-1azabicyclo[3.2.0]hept-2-ene-2-carboxylate), C(C)C(C(=O)[O-])CCCC.[Na+] (sodium 2-ethylhexanoate), C1(=CC=CC=C1)P(C1=CC=CC=C1)C1=CC=CC=C1 (triphenylphosphine), [H][H] (hydrogen). Reagents/catalysts: C1=CC=C(C=C1)P(C2=CC=CC=C2)C3=CC=CC=C3.C1=CC=C(C=C1)P(C2=CC=CC=C2)C3=CC=CC=C3.C1=CC=C(C=C1)P(C2=CC=CC=C2)C3=CC=CC=C3.C1=CC=C(C=C1)P(C2=CC=CC=C2)C3=CC=CC=C3.[Pd] (tetrakis(triphenylphosphine)palladium(O)), [OH-].[OH-].[Pd+2] (palladium hydroxide on carbon). The solvent is O1CCCC1 (tetrahydrofuran). Reaction conditions: time 1 hour. Product: C(=O)(O)COC[C@H]1NC[C@H](C1)SC1=C(N2C([C@@H]([C@H]2[C@H]1C)[C@@H](C)O)=O)C(=O)O ((4R,5S,6S)-3-[(2S,4S)-2-(carboxymethyloxymethyl)pyrrolidin-4-yl]thio-6-[(1R)-1-hydroxyethyl]-4-methyl-7-oxo-1-azabicyclo[3.2.0]hept-2-ene-2-carboxylic acid). The yield is 45.8%. Reaction SMILES: C([O:4][C:5]([CH2:7][O:8][CH2:9][C@@H:10]1[CH2:14][C@H:13]([S:15][C:16]2[C@H:22]([CH3:23])[C@H:21]3[N:18]([C:19](=[O:27])[C@@H:20]3[C@H:24]([OH:26])[CH3:25])[C:17]=2[C:28]([O:30]CC=C)=[O:29])[CH2:12][N:11]1C(OCC1C=CC([N+]([O-])=O)=CC=1)=O)=[O:6])C=C.C(C(CCCC)C([O-])=O)C.[Na+].C1(P(C2C=CC=CC=2)C2C=CC=CC=2)C=CC=CC=1.C([O-])(=O)C.[H][H]>O1CCCC1.C1C=CC(P(C2C=CC=CC=2)C2C=CC=CC=2)=CC=1.C1C=CC(P(C2C=CC=CC=2)C2C=CC=CC=2)=CC=1.C1C=CC(P(C2C=CC=CC=2)C2C=CC=CC=2)=CC=1.C1C=CC(P(C2C=CC=CC=2)C2C=CC=CC=2)=CC=1.[Pd].[OH-].[OH-].[Pd+2]>[C:5]([CH2:7][O:8][CH2:9][C@@H:10]1[CH2:14][C@H:13]([S:15][C:16]2[C@H:22]([CH3:23])[C@H:21]3[N:18]([C:19](=[O:27])[C@@H:20]3[C@H:24]([OH:26])[CH3:25])[C:17]=2[C:28]([OH:30])=[O:29])[CH2:12][NH:11]1)([OH:6])=[O:4] |f:1.2,7.8.9.10.11,12.13.14|. Procedure details: To a solution of allyl (4R,5S,6S)-3-[(2S,4S)-2-(allyloxycarbonylmethyloxymethyl)-1-(4-nitrobenzyloxycarbonyl)pyrrolidin-4-yl]thio-6-[(1R)-1-hydroxyethyl]-4-methyl-7-oxo-1azabicyclo[3.2.0]hept-2-ene-2-carboxylate (1.33 g), sodium 2-ethylhexanoate (0.75 g) and triphenylphosphine (0.21 g) in tetrahydrofuran (60 ml) was added tetrakis(triphenylphosphine)palladium(O) (0.25 g), at ambient temperature. The mixture was stirred at the same temperature for 1 hour. To the mixture was added 0.3M acetate buf...